From a dataset of the Open Reaction Database (ORD), a public repository of structured organic reaction records. describe an organic reaction: reactants, conditions, products, and yield The reactants are CC1=CC[C@@H](CC1)C(=C)C (limonene), CC(=C)C1CCC(=CC1)C=O (perillaldehyde), [Se](=O)=O (selenium dioxide), CC(=C)C1CCC(=CC1)C=O (perillaldehyde). Reagents/catalysts: [O-2].[O-2].[O-2].[Cr+6] (chromium trioxide). Product: CC(=C)[C@H]1CCC(=CC1)CO (perillyl alcohol). RXN SMILES: CC1CC[C@@H](C(C)=C)CC=1.[Se](=O)=O.[CH3:14][C:15]([CH:17]1[CH2:22][CH:21]=[C:20]([CH:23]=[O:24])[CH2:19][CH2:18]1)=[CH2:16]>[O-2].[O-2].[O-2].[Cr+6]>[CH3:16][C:15]([C@@H:17]1[CH2:18][CH:19]=[C:20]([CH2:23][OH:24])[CH2:21][CH2:22]1)=[CH2:14] |f:3.4.5.6|. Reported procedure: Perillyl alcohol can be produced by reacting limonene with selenium dioxide (that is toxic) and other oxidants (that are difficult to work with i.e., anhydrous chromium trioxide) to yield various oxidation products, including a small amount of perillaldehyde. Once isolated, perillaldehyde is reduced to afford perillyl alcohol. While this two-step process is conceptually attractive, the oxidation of limonene to give perillyl alcohol proceeds in a low overall yield. Reactants: COC(=O)C(CCSC)NC(=O)C(Cc1c(C)cc(O)cc1C)NC(=O)OC(C)(C)C, CO, [K+], [Li+], [OH-], O, O, O=S(=O)([O-])O. Product: CSCCC(NC(=O)C(Cc1c(C)cc(O)cc1C)NC(=O)OC(C)(C)C)C(=O)O. Reaction SMILES: [C:1](=[O:2])([O:3][C:4]([CH3:5])([CH3:6])[CH3:7])[NH:8][CH:9]([CH2:10][c:11]1[c:12]([CH3:19])[cH:13][c:14]([OH:18])[cH:15][c:16]1[CH3:17])[C:20](=[O:21])[NH:22][CH:23]([CH2:24][CH2:25][S:26][CH3:27])[C:28](=[O:29])[O:30][CH3:31].[CH3:41][OH:42].[K+:40].[Li+:34].[OH-:33].[OH2:32].[OH2:43].[S:35](=[O:36])(=[O:37])([OH:38])[O-:39]>>[C:1](=[O:2])([O:3][C:4]([CH3:5])([CH3:6])[CH3:7])[NH:8][CH:9]([CH2:10][c:11]1[c:12]([CH3:19])[cH:13][c:14]([OH:18])[cH:15][c:16]1[CH3:17])[C:20](=[O:21])[NH:22][CH:23]([CH2:24][CH2:25][S:26][CH3:27])[C:28](=[O:29])[OH:30].